The task is: describe an organic reaction: reactants, conditions, products, and yield. This data is from the Open Reaction Database (ORD), a public repository of structured organic reaction records. The reactants are Cc1noc(C)c1CN1CCC(NC(=O)CN)C1, CO, ClC(Cl)Cl, ClCCl, O=C(Cl)c1cc(F)cc(C(F)(F)F)c1. Product: Cc1noc(C)c1CN1CCC(NC(=O)CNC(=O)c2cc(F)cc(C(F)(F)F)c2)C1. Reaction SMILES: [CH3:15][c:16]1[n:17][o:18][c:19]([CH3:32])[c:20]1[CH2:21][N:22]1[CH2:23][CH:24]([NH:27][C:28]([CH2:29][NH2:30])=[O:31])[CH2:25][CH2:26]1.[CH3:33][OH:34].[CH:35]([Cl:36])([Cl:37])[Cl:38].[Cl:39][CH2:40][Cl:41].[F:1][c:2]1[cH:3][c:4]([C:5](=[O:6])[Cl:7])[cH:8][c:9]([C:11]([F:12])([F:13])[F:14])[cH:10]1>>[F:1][c:2]1[cH:3][c:4]([C:5](=[O:6])[NH:30][CH2:29][C:28]([NH:27][CH:24]2[CH2:23][N:22]([CH2:21][c:20]3[c:16]([CH3:15])[n:17][o:18][c:19]3[CH3:32])[CH2:26][CH2:25]2)=[O:31])[cH:8][c:9]([C:11]([F:12])([F:13])[F:14])[cH:10]1.